Dataset: the Open Reaction Database (ORD), a public repository of structured organic reaction records. Task: describe an organic reaction: reactants, conditions, products, and yield The reactants are C(C)(C)N1CCC(CC1)C(=N)NO (1-isopropyl-N-hydroxypiperidine-4-carboxamidine), C1(CCCC1)CCC(=O)Cl (3-(cyclopentyl)propanoyl chloride). Product: Cl.C(C)(C)N1CCC(CC1)C1=NOC(=N1)CCC1CCCC1 (1-Isopropyl-4-[5-(2-cyclopentylethyl)[1,2,4]oxadiazol-3-yl]piperidine, hydrochloride). As a reaction SMILES: [CH:1]([N:4]1[CH2:9][CH2:8][CH:7]([C:10]([NH:12][OH:13])=[NH:11])[CH2:6][CH2:5]1)([CH3:3])[CH3:2].[CH:14]1([CH2:19][CH2:20][C:21]([Cl:23])=O)[CH2:18][CH2:17][CH2:16][CH2:15]1>>[ClH:23].[CH:1]([N:4]1[CH2:9][CH2:8][CH:7]([C:10]2[N:11]=[C:21]([CH2:20][CH2:19][CH:14]3[CH2:18][CH2:17][CH2:16][CH2:15]3)[O:13][N:12]=2)[CH2:6][CH2:5]1)([CH3:3])[CH3:2] |f:2.3|. Procedure details: The title compound was prepared by a similar procedure to that described in Example 56, starting from 1-isopropyl-N-hydroxypiperidine-4-carboxamidine and 3-(cyclopentyl)propanoyl chloride. The reactants are CCOC(=O)C(=O)NCC(OCC)OCC, CCN, CCO. Product: CCNC(=O)C(=O)NCC(OCC)OCC. RXN SMILES: [CH2:1]([CH3:2])[O:3][CH:4]([CH2:5][NH:6][C:7]([C:8]([O:10][CH2:9][CH3:11])=[O:12])=[O:13])[O:14][CH2:15][CH3:16].[CH3:17][CH2:18][NH2:19].[CH3:20][CH2:21][OH:22]>>[CH2:1]([CH3:2])[O:3][CH:4]([CH2:5][NH:6][C:7]([C:8](=[O:10])[NH:19][CH2:18][CH3:17])=[O:13])[O:14][CH2:15][CH3:16]. Solvent: CCOC(=O)C (EtOAc). Reaction SMILES: [F:1][C:2]1[CH:31]=[C:30]([N+:32]([O-])=O)[CH:29]=[CH:28][C:3]=1[O:4][C:5]1[CH:6]=[C:7]2[C:11](=[CH:12][C:13]=1[NH:14][C:15](=[O:21])[O:16][C:17]([CH3:20])([CH3:19])[CH3:18])[N:10]([CH:22]1[CH2:27][CH2:26][CH2:25][CH2:24][O:23]1)[N:9]=[CH:8]2>CCOC(C)=O.[Pd]>[NH2:32][C:30]1[CH:29]=[CH:28][C:3]([O:4][C:5]2[CH:6]=[C:7]3[C:11](=[CH:12][C:13]=2[NH:14][C:15](=[O:21])[O:16][C:17]([CH3:18])([CH3:19])[CH3:20])[N:10]([CH:22]2[CH2:27][CH2:26][CH2:25][CH2:24][O:23]2)[N:9]=[CH:8]3)=[C:2]([F:1])[CH:31]=1. Yield: 79.8%. Reactants: FC1=C(OC=2C=C3C=NN(C3=CC2NC(OC(C)(C)C)=O)C2OCCCC2)C=CC(=C1)[N+](=O)[O-] (tert-butyl 5-(2-fluoro-4-nitrophenoxy)-1-(tetrahydro-2H-pyran-2-yl)-1H-indazol-6-ylcarbamate). Run at time 8 hour. Procedure details: To a solution of tert-butyl 5-(2-fluoro-4-nitrophenoxy)-1-(tetrahydro-2H-pyran-2-yl)-1H-indazol-6-ylcarbamate (400 mg, 0.85 mmol) in EtOAc (50 mL) is added Pd/C (10%, 50 mg). The resulting mixture is degassed by evacuation and backfilled with H2 three times. The mixture is stirred under an atmosphere of H2 at RT overnight. The solid is removed by filtration and the filtrate is concentrated. The residue is purified by silica gel column chromatography eluting with DCM:MeOH (10:1) to give the desir... Product: NC1=CC(=C(OC=2C=C3C=NN(C3=CC2NC(OC(C)(C)C)=O)C2OCCCC2)C=C1)F (tert-Butyl 5-(4-amino-2-fluorophenoxy)-1-(tetrahydro-2H-pyran-2-yl)-1H-indazol-6-ylcarbamate). The reagents and catalysts are [Pd] (Pd/C). Starting materials: [NH2-].[Na+] (sodium amide), [Na] (sodium), N (ammonia), OCCC1=CNC2=CC=CC=C12 (3-(2-hydroxyethyl)indole), CI (methyl iodide), N (ammonia). The solvent is liquid, C(C)OCC (diethyl ether), C(C)OCC (diethyl ether). Reaction conditions: time 15 minute. Yields the product CN1C=C(C2=CC=CC=C12)CCO (1-methyl-3-(2-hydroxyethyl)indole). RXN SMILES: [NH2-].[Na+].[Na].N.[OH:5][CH2:6][CH2:7][C:8]1[C:16]2[C:11](=[CH:12][CH:13]=[CH:14][CH:15]=2)[NH:10][CH:9]=1.[CH3:17]I>C(OCC)C>[CH3:17][N:10]1[C:11]2[C:16](=[CH:15][CH:14]=[CH:13][CH:12]=2)[C:8]([CH2:7][CH2:6][OH:5])=[CH:9]1 |f:0.1,^1:2|. Reported procedure: To a solution of sodium amide from 0.63 g sodium in 50 ml liquid ammonia is added in dropwise fashion a solution of 3.22 g of 3-(2-hydroxyethyl)indole in 10 ml diethyl ether. After stirring 10 minutes a solution of 1.37 ml methyl iodide in 1.5 ml diethyl ether is added in one portion. The mixture is stirred for 15 minutes and then the ammonia is allowed to evaporate. The residue is mixed with 100 ml water and is extracted into 200 ml diethyl ether. The organic phase is separated and is dried ove... Starting materials: BrC1=CC(=C(C(=O)O)C=C1)OCC(C)C (4-bromo-2-isobutoxybenzoic acid), C([O-])([O-])=O.[K+].[K+] (dipotassium carbonate), IC (iodomethane). The solvent is CN(C=O)C (N,N-dimethylformamide). Reaction conditions: time 1 hour. Yields the product BrC1=CC(=C(C(=O)OC)C=C1)OCC(C)C (methyl 4-bromo-2-isobutoxybenzoate). Isolated yield 81.5%. As a reaction SMILES: [Br:1][C:2]1[CH:10]=[CH:9][C:5]([C:6]([OH:8])=[O:7])=[C:4]([O:11][CH2:12][CH:13]([CH3:15])[CH3:14])[CH:3]=1.[C:16](=O)([O-])[O-].[K+].[K+].IC>CN(C)C=O>[Br:1][C:2]1[CH:10]=[CH:9][C:5]([C:6]([O:8][CH3:16])=[O:7])=[C:4]([O:11][CH2:12][CH:13]([CH3:15])[CH3:14])[CH:3]=1 |f:1.2.3|. Procedure details: To a solution of 4-bromo-2-isobutoxybenzoic acid (14.0 g) in N,N-dimethylformamide (70 ml) were added dipotassium carbonate (14.2 g) and iodomethane (4.79 ml). The mixture was stirred at room temperature for 1 hour. The reaction mixture was filtered and the filtrate was extracted with ethyl acetate-hexane (1/1, 600 ml) and washed with water (500 ml). The water layer was extracted with ethyl acetate-hexane (1/1, 200 ml) and the extract was washed with water (200 ml). The combined organic layer wa... Solvent: ClCCl (dichloromethane), O (water), paraffin, ClCCl (dichloromethane). Product: C[C@H]1C[C@H]([C@@H](CC1)C(C)C)OC(C#N)C (2-((1R,3R,4S)-1-methyl-4-isopropylcyclohex-3-yloxy)propionitrile). The reactants are C(C=C)#N (acrylonitrile), [H-].[Na+] (sodium hydride), C[C@@H]1CC[C@H]([C@@H](C1)O)C(C)C (L-menthol), C(C)(=O)O (acetic acid). Reaction conditions: time 5 hour. Procedure details: 1 g of a sodium hydride suspension (50% strength) in paraffin oil was added at a temperature of 0° C. to a solution of 30 g of L-menthol in 300 ml of dichloromethane. A solution of 12.5 ml acrylonitrile in 50 ml dichloromethane was slowly added dropwise, and the reaction mixture was then stirred at room temperature for a further 5 hours. The reaction mixture was worked up by cautiously adding 10 ml of glacial acetic acid, followed by 200 ml of water, and then extracting the mixture with dichloro... As a reaction SMILES: [H-].[Na+].[CH3:3][C@H:4]1[CH2:9][C@@H:8]([OH:10])[C@H:7]([CH:11]([CH3:13])[CH3:12])[CH2:6][CH2:5]1.[C:14](#[N:17])[CH:15]=[CH2:16].C(O)(=O)C>ClCCl.O>[CH3:3][C@@H:4]1[CH2:5][CH2:6][C@@H:7]([CH:11]([CH3:13])[CH3:12])[C@H:8]([O:10][CH:15]([CH3:16])[C:14]#[N:17])[CH2:9]1 |f:0.1|. The reactants are C(C1=CC=CC=C1)OCN1N=CC(=C1C1=C(C=NC=C1)N(C(C1=CC(=CC(=C1)C(F)(F)F)C(F)(F)F)=O)C)C (N-[4-(2-benzyloxymethyl-4-methyl-2H-pyrazol-3-yl)-pyridin-3-yl]-N-methyl-3,5-bis-trifluoromethyl-benzamide), C(Cl)Cl (CH2Cl2). Run in C(=O)(C(F)(F)F)O (TFA). Conditions: temperature 80 celsius, time 2 hour. Product: CN(C(C1=CC(=CC(=C1)C(F)(F)F)C(F)(F)F)=O)C=1C=NC=CC1C=1NN=CC1C (N-Methyl-N-[4-(4-methyl-2H-pyrazol-3-yl)-pyridin-3-yl]-3,5-bis-trifluoromethyl-benzamide). Reaction SMILES: C(OC[N:10]1[C:14]([C:15]2[CH:20]=[CH:19][N:18]=[CH:17][C:16]=2[N:21]([CH3:38])[C:22](=[O:37])[C:23]2[CH:28]=[C:27]([C:29]([F:32])([F:31])[F:30])[CH:26]=[C:25]([C:33]([F:36])([F:35])[F:34])[CH:24]=2)=[C:13]([CH3:39])[CH:12]=[N:11]1)C1C=CC=CC=1.C(Cl)Cl>C(O)(C(F)(F)F)=O>[CH3:38][N:21]([C:16]1[CH:17]=[N:18][CH:19]=[CH:20][C:15]=1[C:14]1[NH:10][N:11]=[CH:12][C:13]=1[CH3:39])[C:22](=[O:37])[C:23]1[CH:28]=[C:27]([C:29]([F:31])([F:30])[F:32])[CH:26]=[C:25]([C:33]([F:34])([F:35])[F:36])[CH:24]=1. Reported procedure: To a solution of N-[4-(2-benzyloxymethyl-4-methyl-2H-pyrazol-3-yl)-pyridin-3-yl]-N-methyl-3,5-bis-trifluoromethyl-benzamide (70 mg, 128 μmol) in TFA (3 mL) was added CH2Cl2 (300 μL). The reaction mixture was stirred at 80° C. for 2 hours and then concentrated in vacuum. The reaction mixture was poured on 30 mL 10% aqueous NaHCO3 solution and 30 mL EtOAc and the layers were separated. The aqueous layer was extracted a second time with 30 mL EtOAc. The organic layers were washed with 30 mL brine, ...